This data is from the Open Reaction Database (ORD), a public repository of structured organic reaction records. The task is: describe an organic reaction: reactants, conditions, products, and yield Starting materials: BrCC(=O)C=1C=C(C(=O)O)C=CC1 (3-(2-bromo-acetyl)-benzoic acid), C(=S)N (thioformamide), CCO (EtOH). Run at time 18 hour. Yields the product COC(C1=CC(=CC=C1)C=1N=CSC1)=O (3-thiazol-4-yl-benzoic acid methyl ester). Reaction SMILES: Br[CH2:2][C:3]([C:5]1[CH:6]=[C:7]([CH:11]=[CH:12][CH:13]=1)[C:8]([OH:10])=[O:9])=O.[CH:14]([NH2:16])=[S:15].[CH3:17]CO>>[CH3:17][O:10][C:8](=[O:9])[C:7]1[CH:11]=[CH:12][CH:13]=[C:5]([C:3]2[N:16]=[CH:14][S:15][CH:2]=2)[CH:6]=1. Procedure: A solution of 3-(2-bromo-acetyl)-benzoic acid (1.22 g) and thioformamide (0.46 g) in EtOH (5 mL) was heated to 80° C. for 1 h. The mixture was partitioned between AcOEt and brine and the organic layer was dried and evaporated. The residual oil was dissolved in a mixture of MeOH (20 mL) and 4NHCl/Et2O (5 mL). After being kept at 20° C. for 18 h, the solution was concentrated in vacuum, diluted with AcOEt, washed with sat. NaHCO3 solution and brine, dried and evaporated. The residue was chromatogr... Conditions: time 2 hour. Product: C(=O)CCCCCCCCCCCCCCC(=O)OC (methyl 15-formylpentadecanoate). Solvent: C(Cl)Cl (methylene chloride), C(Cl)Cl (methylene chloride). Procedure: 65.6 gm of pyridinium chlorochromate was dissolved into 400 ml of methylene chloride. To the solution was added 55 gm of methyl 16-hydroxyhexadecanoate which had been dissolved in 40 ml of methylene chloride in advance. After stirring for 2 hours at room temperature, 400 ml of anhydrous diethyl ether was added. The supernatant was removed and the insolbles were washed three times with 100 ml of anhydrous diethyl ether. The supernatant and the washing were combined together and passed through 40 ... RXN SMILES: [Cr](Cl)([O-])(=O)=O.[NH+]1C=CC=CC=1.[OH:12][CH2:13][CH2:14][CH2:15][CH2:16][CH2:17][CH2:18][CH2:19][CH2:20][CH2:21][CH2:22][CH2:23][CH2:24][CH2:25][CH2:26][CH2:27][C:28]([O:30][CH3:31])=[O:29].C(OCC)C>C(Cl)Cl>[CH:13]([CH2:14][CH2:15][CH2:16][CH2:17][CH2:18][CH2:19][CH2:20][CH2:21][CH2:22][CH2:23][CH2:24][CH2:25][CH2:26][CH2:27][C:28]([O:30][CH3:31])=[O:29])=[O:12] |f:0.1|. The reactants are [Cr](=O)(=O)([O-])Cl.[NH+]1=CC=CC=C1 (pyridinium chlorochromate), C(C)OCC (diethyl ether), OCCCCCCCCCCCCCCCC(=O)OC (methyl 16-hydroxyhexadecanoate). Yield: 79.8%. Reactants: C(C)(=O)OCC.CCCCCC (ethyl acetate hexane), C(CCC)OC=1C=C2C(=CN=C(C2=CC1OC)CC1=CC(=CC=C1)OC)C=O (6-butoxy-7-methoxy-1-(3-methoxy-benzyl)-isoquinoline-4-carbaldehyde), [Se](=O)=O (selenium dioxide). The solvent is C(C)(=O)O (acetic acid). Run at temperature 120 celsius. Yields the product C(CCC)OC=1C=C2C(=CN=C(C2=CC1OC)C(C1=CC(=CC=C1)OC)=O)C=O (6-butoxy-7-methoxy-1-(3-methoxy-benzoyl)-isoquinoline-4-carbaldehyde). Yield: 62.8%. As a reaction SMILES: [CH2:1]([O:5][C:6]1[CH:7]=[C:8]2[C:13](=[CH:14][C:15]=1[O:16][CH3:17])[C:12]([CH2:18][C:19]1[CH:24]=[CH:23][CH:22]=[C:21]([O:25][CH3:26])[CH:20]=1)=[N:11][CH:10]=[C:9]2[CH:27]=[O:28])[CH2:2][CH2:3][CH3:4].[Se](=O)=[O:30].C(OCC)(=O)C.CCCCCC>C(O)(=O)C>[CH2:1]([O:5][C:6]1[CH:7]=[C:8]2[C:13](=[CH:14][C:15]=1[O:16][CH3:17])[C:12]([C:18](=[O:30])[C:19]1[CH:24]=[CH:23][CH:22]=[C:21]([O:25][CH3:26])[CH:20]=1)=[N:11][CH:10]=[C:9]2[CH:27]=[O:28])[CH2:2][CH2:3][CH3:4] |f:2.3|. Procedure details: To a stirred solution of 6-butoxy-7-methoxy-1-(3-methoxy-benzyl)-isoquinoline-4-carbaldehyde (200 mg, 0.53 mmol) in acetic acid (5 mL) was added selenium dioxide (175 mg, 1.58 mmol). The reaction mixture was heated at 120° C. for 1 h. The solvent was evaporated and the residue was diluted with dichloromethane (30 mL). The organic layer was washed with saturated aqueous sodium bicarbonate solution (20 mL), saturated aqueous sodium chloride solution (20 mL), dried over anhydrous magnesium sulfate,... Run at time 40 minute. Procedure: A stirred solution of 4-bromoanisole (639 mg) in THF (15 ml) under argon was cooled to −78° C. A solution of n-butyllithium (2.07 ml, 1.6 M in hexane) was added slowly while keeping the temperature below −70° C. After stirring for 40 min, a solution of 3-(4-bromo-phenyl)-N-methoxy-N-methyl-3-o-tolyl-propionamide (400 mg, example 74, step 4) in THF (15 ml) was added while keeping the temperature below −70° C. The mixture was stirred at this temperature for 1 hour. The reaction was stopped by addi... The reactants are BrC1=CC=C(C=C1)C(CC(=O)N(C)OC)C1=C(C=CC=C1)C (3-(4-Bromo-phenyl)-N-methoxy-N-methyl-3-o-tolyl-propionamide), BrC1=CC=C(C=C1)OC (4-bromoanisole), C(CCC)[Li] (n-butyllithium), [Cl-].[NH4+] (ammonium chloride). Run in C1CCOC1 (THF), O (Water), C1CCOC1 (THF). Isolated yield 86.3%. The product is BrC1=CC=C(C=C1)C(CC(=O)C1=CC=C(C=C1)OC)C1=C(C=CC=C1)C (3-(4-Bromo-phenyl)-1-(4-methoxy-phenyl)-3-o-tolyl-propan-1-one). Reaction SMILES: Br[C:2]1[CH:7]=[CH:6][C:5]([O:8][CH3:9])=[CH:4][CH:3]=1.C([Li])CCC.[Br:15][C:16]1[CH:21]=[CH:20][C:19]([CH:22]([C:30]2[CH:35]=[CH:34][CH:33]=[CH:32][C:31]=2[CH3:36])[CH2:23][C:24](N(OC)C)=[O:25])=[CH:18][CH:17]=1.[Cl-].[NH4+]>C1COCC1.O>[Br:15][C:16]1[CH:17]=[CH:18][C:19]([CH:22]([C:30]2[CH:35]=[CH:34][CH:33]=[CH:32][C:31]=2[CH3:36])[CH2:23][C:24]([C:2]2[CH:7]=[CH:6][C:5]([O:8][CH3:9])=[CH:4][CH:3]=2)=[O:25])=[CH:20][CH:21]=1 |f:3.4|. The reactants are COc1cc(OC)cc(C(=O)c2ccc3cc[nH]c3c2)c1, CI, [K+], CN(C)C=O, [OH-]. Product: COc1cc(OC)cc(C(=O)c2ccc3ccn(C)c3c2)c1. Reaction SMILES: [CH3:3][O:4][c:5]1[cH:6][c:7]([C:13](=[O:14])[c:15]2[cH:16][cH:17][c:18]3[cH:19][cH:20][nH:21][c:22]3[cH:23]2)[cH:8][c:9]([O:11][CH3:12])[cH:10]1.[I:24][CH3:25].[K+:2].[O:26]=[CH:27][N:28]([CH3:29])[CH3:30].[OH-:1]>>[CH3:3][O:4][c:5]1[cH:6][c:7]([C:13](=[O:14])[c:15]2[cH:16][cH:17][c:18]3[cH:19][cH:20][n:21]([CH3:25])[c:22]3[cH:23]2)[cH:8][c:9]([O:11][CH3:12])[cH:10]1. Starting materials: Br (hydrobromic acid), C1(CC1)C=1C=CC(=NC1OC)C(C[C@H]1CCC(N1)=O)C1=CC(=C(C=C1)Cl)Cl ((5R)-5-[2-(5-cyclopropyl-6-methoxypyridin-2-yl)-2-(3,4-dichlorophenyl)ethyl]pyrrolidin-2-one), O (water). The solvent is O1CCOCC1 (1,4-dioxane). Conditions: temperature 65 celsius, time 1 hour. Yields the product C1(CC1)C=1C(NC(=CC1)[C@@H](C[C@@H]1NC(CC1)=O)C1=CC(=C(C=C1)Cl)Cl)=O (3-Cyclopropyl-6-{(1S)-1-(3,4-dichlorophenyl)-2-[(2R)-5-oxopyrrolidin-2-yl]ethyl}pyridin-2(1H)-one). As a reaction SMILES: Br.[CH:2]1([C:5]2[CH:6]=[CH:7][C:8]([CH:13]([C:21]3[CH:26]=[CH:25][C:24]([Cl:27])=[C:23]([Cl:28])[CH:22]=3)[CH2:14][C@@H:15]3[NH:19][C:18](=[O:20])[CH2:17][CH2:16]3)=[N:9][C:10]=2[O:11]C)[CH2:4][CH2:3]1.O>O1CCOCC1>[CH:2]1([C:5]2[C:10](=[O:11])[NH:9][C:8]([C@H:13]([C:21]3[CH:26]=[CH:25][C:24]([Cl:27])=[C:23]([Cl:28])[CH:22]=3)[CH2:14][C@H:15]3[CH2:16][CH2:17][C:18](=[O:20])[NH:19]3)=[CH:7][CH:6]=2)[CH2:4][CH2:3]1. Reported procedure: 48% hydrobromic acid (2 mL) was added to a solution of (5R)-5-[2-(5-cyclopropyl-6-methoxypyridin-2-yl)-2-(3,4-dichlorophenyl)ethyl]pyrrolidin-2-one (120 mg) in 1,4-dioxane (4 mL), and the mixture was stirred at 65° C. for one hour. The reaction solution was poured into water, followed by extraction with ethyl acetate. The organic layer was dried over anhydrous magnesium sulfate and filtered. The filtrate was concentrated under reduced pressure. The resulting residue was purified by silica gel co... Reactants: CC1=NC2=C(C=CC=C2C=C1)C(C(=O)OCC)C(=O)OCC (diethyl 2-(2-methylquinolin-8-yl)malonate), Cl (HCl), C(C)(=O)O (acetic acid). The solvent is O (water). Yields the product CC1=NC2=C(C=CC=C2C=C1)CC(=O)O (2-(2-methylquinolin-8-yl)acetic acid). The yield is 99.8%. RXN SMILES: [CH3:1][C:2]1[CH:11]=[CH:10][C:9]2[C:4](=[C:5]([CH:12](C(OCC)=O)[C:13]([O:15]CC)=[O:14])[CH:6]=[CH:7][CH:8]=2)[N:3]=1.Cl.C(O)(=O)C>O>[CH3:1][C:2]1[CH:11]=[CH:10][C:9]2[C:4](=[C:5]([CH2:12][C:13]([OH:15])=[O:14])[CH:6]=[CH:7][CH:8]=2)[N:3]=1. Procedure: A solution of diethyl 2-(2-methylquinolin-8-yl)malonate (2.34 g, 7.77 mmol), 6 N HCl (7.77 mL, 46.6 mmol) in water, and acetic acid (7.77 mL) was heated at 106° C. for 18 hours. After cooling to ambient temperature, the solvent was removed under reduced pressure to give 2-(2-methylquinolin-8-yl)acetic acid (1.56 g, 99.8%) as a solid.